This data is from the Open Reaction Database (ORD), a public repository of structured organic reaction records. The task is: describe an organic reaction: reactants, conditions, products, and yield Reactants: C(C)(C)(C)N (tert-butylamine), ClS(=O)(=O)C1=C(C(=O)OC)C=CC(=C1)C(=O)OC (dimethyl chlorosulfonylterephthalate). Solvent: ClCCl (dichloromethane). Reaction conditions: time 1 hour. Product: crude product, C(C)(C)(C)NS(=O)(=O)C1=C(C(=O)OC)C=CC(=C1)C(=O)OC (dimethyl tert-butylsulfamoylterephthalate). Isolated yield 81.0%. As a reaction SMILES: [C:1]([NH2:5])([CH3:4])([CH3:3])[CH3:2].Cl[S:7]([C:10]1[CH:19]=[C:18]([C:20]([O:22][CH3:23])=[O:21])[CH:17]=[CH:16][C:11]=1[C:12]([O:14][CH3:15])=[O:13])(=[O:9])=[O:8]>ClCCl>[C:1]([NH:5][S:7]([C:10]1[CH:19]=[C:18]([C:20]([O:22][CH3:23])=[O:21])[CH:17]=[CH:16][C:11]=1[C:12]([O:14][CH3:15])=[O:13])(=[O:9])=[O:8])([CH3:4])([CH3:3])[CH3:2]. Procedure: At 5° C., 59.1 g (0.81 mol) of tert-butylamine were added dropwise to a solution of 118.3 g (0.4 mol) of crude dimethyl chlorosulfonylterephthalate (from Example A1) in 500 ml of dichloromethane, and the mixture was stirred at room temperature for another 1 h. The reaction solution was washed with water, dried and concentrated. Trituration of the crude product with heptane gave 106.7 g (81% of theory) of dimethyl tert-butylsulfamoylterephthalate of m.p. 132-134° C. Starting materials: S1C2=C(C=C1CCCCCCC(C=O)=CCC(C=1C=C(OC1)[Si](C)(C)C)O)C=CC=C2 (2-(6-(Benzo(b]thien-2-yl)-hexyl]-5-hydroxy-5-(2-trimethylsilyl-4-furyl)-2-pentenal). Run in C1=CC=CC=C1 (benzene). The product is S1C2=C(C=C1CCCCCCC1=CCC(OC1O)C=1C=C(OC1)[Si](C)(C)C)C=CC=C2 (5-[6-(Benzo[b]thien-2-yl)-hexyl]-3.6-dihydro-6-hydroxy-2-(2-trimethylsilyl-4-furyl)-2H-pyran). Reaction SMILES: [S:1]1[C:5]([CH2:6][CH2:7][CH2:8][CH2:9][CH2:10][CH2:11][C:12](=[CH:15][CH2:16][CH:17]([OH:27])[C:18]2[CH:19]=[C:20]([Si:23]([CH3:26])([CH3:25])[CH3:24])[O:21][CH:22]=2)[CH:13]=[O:14])=[CH:4][C:3]2[CH:28]=[CH:29][CH:30]=[CH:31][C:2]1=2>C1C=CC=CC=1>[S:1]1[C:5]([CH2:6][CH2:7][CH2:8][CH2:9][CH2:10][CH2:11][C:12]2[CH:13]([OH:14])[O:27][CH:17]([C:18]3[CH:19]=[C:20]([Si:23]([CH3:26])([CH3:25])[CH3:24])[O:21][CH:22]=3)[CH2:16][CH:15]=2)=[CH:4][C:3]2[CH:28]=[CH:29][CH:30]=[CH:31][C:2]1=2. Procedure details: 2-(6-(Benzo(b]thien-2-yl)-hexyl]-5-hydroxy-5-(2-trimethylsilyl-4-furyl)-2-pentenal (0.142 g., 0.31 mmol) was dissolved in 30 ml anhydrous benzene, placed in a quartz tube, and subjected to four freeze, pump, thaw cycles. The tube was flushed with argon and irradiated at 254 nm for 2.5 hours. The solution was concentrated to give an orange gum. This material was purified by flash chromatography (silica, 5 to 30% ethyl acetate/hexane. First eluted was the desired hydroxy acetal as a yellow gum. Se... Starting materials: ClC=1C=CC=2N(C1)C(=C(N2)C2=CC=CC=C2)CNC2=NC=CC(=N2)N2CCC(CC2)(O)C (1-(2-((6-chloro-2-phenylimidazo[1,2-a]pyridin-3-yl)methylamino)pyrimidin-4-yl)-4-methylpiperidin-4-ol), ClC1=CC=C(C=C1)C=1N=C2N(C=CC=C2)C1CC1=NC(=CN=C1)Cl (2-(4-chlorophenyl)-3-((6-chloropyrazin-2-yl)methyl)imidazo[1,2-a]pyridine), CNN (methylhydrazine). Yields the product ClC1=CC=C(C=C1)C=1N=C2N(C=CC=C2)C1CC1=NC(=CN=C1)NNC (2-(4-chlorophenyl)-3-((6-(2-methylhydrazinyl)pyrazin-2-yl)methyl)imidazo[1,2-a]pyridine). RXN SMILES: ClC1C=CC2N(C(CNC3N=C(N4CCC(C)(O)CC4)C=CN=3)=C(C3C=CC=CC=3)N=2)C=1.[Cl:33][C:34]1[CH:39]=[CH:38][C:37]([C:40]2[N:41]=[C:42]3[CH:47]=[CH:46][CH:45]=[CH:44][N:43]3[C:48]=2[CH2:49][C:50]2[CH:55]=[N:54][CH:53]=[C:52](Cl)[N:51]=2)=[CH:36][CH:35]=1.[CH3:57][NH:58][NH2:59]>>[Cl:33][C:34]1[CH:39]=[CH:38][C:37]([C:40]2[N:41]=[C:42]3[CH:47]=[CH:46][CH:45]=[CH:44][N:43]3[C:48]=2[CH2:49][C:50]2[CH:55]=[N:54][CH:53]=[C:52]([NH:59][NH:58][CH3:57])[N:51]=2)=[CH:36][CH:35]=1. Procedure details: The title compound was prepared according to the experimental for compound 187 from 2-(4-chlorophenyl)-3-((6-chloropyrazin-2-yl)methyl)imidazo[1,2-a]pyridine and methylhydrazine. M/e+ 365 for C19H18ClN6 (M+H)+; 1H-NMR (400 MHz, CDCl3) δ 8.41 (s, 1H), 8.12 (d, J=6.9 Hz, 1H), 7.83 (d, J=8.4 Hz, 2H), 7.73 (s, 1H), 7.63 (d, J=9.1 Hz, 1H), 7.41 (d, J=8.4 Hz, 2H), 7.19 (m, 1H), 6.78 (t, J=6.9 Hz, 1H), 4.36 (s, 2H), 3.88 (bs, 2H), 3.18 (s, 3H) ppm. Starting materials: C(C)(=O)Cl (acetyl chloride), NC1=CC=C(CN2C3=C(N([C@H]4[C@@H](C2=O)CCC4)C(CN4C(C=2C(C4=O)=CC=CC2)=O)=O)C=CC=C3)C=C1 ((3aR*,10aS*)-9-(4-aminobenzyl)-4-(phthalimidoacetyl)-2,3,3a,4,9,10a-hexahydrobenzo[b]cyclopenta[e][1,4]diazepin-10(1H)-one), C(=O)(O)[O-].[Na+] (NaHCO3). The solvent is ClCCl (dichloromethane), ClCCl (dichloromethane). Conditions: time 20 minute. Product: C(C)(=O)NC1=CC=C(CN2C3=C(N([C@H]4[C@@H](C2=O)CCC4)C(CN4C(C=2C(C4=O)=CC=CC2)=O)=O)C=CC=C3)C=C1 ((3aR*,10aS*)-9-(4-Acetamidobenzyl)-4-(phthalimidoacetyl)-2,3,3a,4,9,10a-hexahydrobenzo[b]cyclopenta[e]-[1,4]diazepin-10(1H)-one). Yield: 33.5%. As a reaction SMILES: [NH2:1][C:2]1[CH:37]=[CH:36][C:5]([CH2:6][N:7]2[C:13](=[O:14])[C@H:12]3[CH2:15][CH2:16][CH2:17][C@H:11]3[N:10]([C:18](=[O:31])[CH2:19][N:20]3[C:24](=[O:25])[C:23]4=[CH:26][CH:27]=[CH:28][CH:29]=[C:22]4[C:21]3=[O:30])[C:9]3[CH:32]=[CH:33][CH:34]=[CH:35][C:8]2=3)=[CH:4][CH:3]=1.[C:38](Cl)(=[O:40])[CH3:39].C([O-])(O)=O.[Na+]>ClCCl>[C:38]([NH:1][C:2]1[CH:3]=[CH:4][C:5]([CH2:6][N:7]2[C:13](=[O:14])[C@H:12]3[CH2:15][CH2:16][CH2:17][C@H:11]3[N:10]([C:18](=[O:31])[CH2:19][N:20]3[C:21](=[O:30])[C:22]4=[CH:29][CH:28]=[CH:27][CH:26]=[C:23]4[C:24]3=[O:25])[C:9]3[CH:32]=[CH:33][CH:34]=[CH:35][C:8]2=3)=[CH:36][CH:37]=1)(=[O:40])[CH3:39] |f:2.3|. Reported procedure: To a suspension of (3aR*,10aS*)-9-(4-aminobenzyl)-4-(phthalimidoacetyl)-2,3,3a,4,9,10a-hexahydrobenzo[b]cyclopenta[e][1,4]diazepin-10(1H)-one (198 mg, 0.4 mmol) in dichloromethane (1 mL) was added acetyl chloride (43 μL, 0.6 mmol) and the mixture was stirred at room temperature for 20 minutes. This reaction mixture was diluted with dichloromethane (3 mL) and, after saturated aqueous NaHCO3 solution (2 mL) was added, the mixture was further stirred. The aqueous layer was then separated and the or... Product: CC(C)Oc1ccc(S(=O)(=O)NC(OC2CCCC2)C(O)C(Cc2ccccc2)NC(=O)OC2COC3OCCC23)cc1. The reactants are CC(C)Br, O=C([O-])[O-], O=C(NC(Cc1ccccc1)C(O)C(NS(=O)(=O)c1ccc(O)cc1)OC1CCCC1)OC1COC2OCCC12, CCCC[N+](CCCC)(CCCC)CCCC, [I-], [K+], [K+], CN(C)C=O. Reaction SMILES: [Br:41][CH:42]([CH3:43])[CH3:44].[C:45](=[O:46])([O-:47])[O-:48].[CH2:1]([c:2]1[cH:3][cH:4][cH:5][cH:6][cH:7]1)[CH:8]([CH:9]([CH:10]([O:11][CH:12]1[CH2:13][CH2:14][CH2:15][CH2:16]1)[NH:17][S:18](=[O:19])(=[O:20])[c:21]1[cH:22][cH:23][c:24]([OH:27])[cH:25][cH:26]1)[OH:28])[NH:29][C:30]([O:31][CH:32]1[CH2:33][O:34][CH:35]2[O:36][CH2:37][CH2:38][CH:39]12)=[O:40].[CH2:52]([N+:53]([CH2:54][CH2:55][CH2:56][CH3:57])([CH2:58][CH2:59][CH2:60][CH3:61])[CH2:62][CH2:63][CH2:64][CH3:65])[CH2:66][CH2:67][CH3:68].[I-:51].[K+:49].[K+:50].[O:69]=[CH:70][N:71]([CH3:72])[CH3:73]>>[CH2:1]([c:2]1[cH:3][cH:4][cH:5][cH:6][cH:7]1)[CH:8]([CH:9]([CH:10]([O:11][CH:12]1[CH2:13][CH2:14][CH2:15][CH2:16]1)[NH:17][S:18](=[O:19])(=[O:20])[c:21]1[cH:22][cH:23][c:24]([O:27][CH:42]([CH3:43])[CH3:44])[cH:25][cH:26]1)[OH:28])[NH:29][C:30]([O:31][CH:32]1[CH2:33][O:34][CH:35]2[O:36][CH2:37][CH2:38][CH:39]12)=[O:40]. Starting materials: B(Br)(Br)Br (boron tribromide), COC1=CC=CC(=C1CCC)OC (2,4,-Dimethoxy-3-propylbenzene), ice water. Solvent: C(Cl)Cl (methylene chloride), C(Cl)Cl (methylene chloride). Reaction conditions: temperature -70 celsius, time 1 hour. The product is OC1=CC=CC(=C1CCC)O (2,4-Dihydroxy-3-propylbenzene). Isolated yield 80.6%. Reaction SMILES: C[O:2][C:3]1[C:8]([CH2:9][CH2:10][CH3:11])=[C:7]([O:12]C)[CH:6]=[CH:5][CH:4]=1.B(Br)(Br)Br>C(Cl)Cl>[OH:2][C:3]1[C:8]([CH2:9][CH2:10][CH3:11])=[C:7]([OH:12])[CH:6]=[CH:5][CH:4]=1. Procedure: 2,4,-Dimethoxy-3-propylbenzene (7.2 g, 39.94 mmol) was dissolved in 50 ml methylene chloride and the solution was cooled to -70° C. then 87.0 ml of 1 M boron tribromide in methylene chloride was added over a period of 1 hour. The reaction mixture was stirred at -70° C. for 1 hour, then at room temperature for 2 hours. The reaction mixture was poured into 250 ml of ice water very slowly. This mixture was extracted 3 times with 100 ml methylene chloride. The extracts were combined, dried over anhy... Reactants: C(C)N1CCC(CC1)=O (1-ethyl-4-piperidone), C(#N)CC(=O)O (cyanoacetic acid). The solvent is C1(=CC=CC=C1)C (toluene). Product: C(C)N1CCC(=CC1)CC#N ((1-ethyl-1,2,3,6-tetrahydropyrid-4-yl)acetonitrile). Isolated yield 122.6%. Reaction SMILES: [CH2:1]([N:3]1[CH2:8][CH2:7][C:6](=O)[CH2:5][CH2:4]1)[CH3:2].[C:10]([CH2:12]C(O)=O)#[N:11]>C1(C)C=CC=CC=1>[CH2:1]([N:3]1[CH2:8][CH:7]=[C:6]([CH2:12][C:10]#[N:11])[CH2:5][CH2:4]1)[CH3:2]. Reported procedure: 2.9 g of 1-ethyl-4-piperidone, 3.3 g of cyanoacetic acid and 36 ml of toluene are placed in a round-bottomed flask equipped with a magnetic stirrer, and under a stream of nitrogen. The mixture is refluxed for 4 hours, while removing the water using Markusson apparatus. The solvent is evaporated off under vacuum. 4.2 g of oil are obtained.